This data is from the Open Reaction Database (ORD), a public repository of structured organic reaction records. The task is: describe an organic reaction: reactants, conditions, products, and yield The reactants are CC1=CC2=C(OCC3=C(C2C(=O)O)C=CC=C3)C=C1 (6,11-dihydro-2-methyldibenz[b,e]-oxepin-11-carboxylic acid), C(C)(C)C1=C(N)C(=CC(=C1)SC#N)C(C)C (2,6-diisopropyl-4-thiocyanatoaniline). The product is C(C)(C)C1=C(C(=CC(=C1)SC#N)C(C)C)NC(=O)C1C2=C(OCC3=C1C=CC=C3)C=CC(=C2)C (6,11-Dihydro-N-(2,6-diisopropyl-4-thiocyanatophenyl)-2-methyldibenz[b,e]oxepin-11-carboxamide). Yield: 78.6%. As a reaction SMILES: [CH3:1][C:2]1[CH:19]=[CH:18][C:5]2[O:6][CH2:7][C:8]3[CH:17]=[CH:16][CH:15]=[CH:14][C:9]=3[CH:10]([C:11](O)=[O:12])[C:4]=2[CH:3]=1.[CH:20]([C:23]1[CH:29]=[C:28]([S:30][C:31]#[N:32])[CH:27]=[C:26]([CH:33]([CH3:35])[CH3:34])[C:24]=1[NH2:25])([CH3:22])[CH3:21]>>[CH:20]([C:23]1[CH:29]=[C:28]([S:30][C:31]#[N:32])[CH:27]=[C:26]([CH:33]([CH3:35])[CH3:34])[C:24]=1[NH:25][C:11]([CH:10]1[C:9]2[CH:14]=[CH:15][CH:16]=[CH:17][C:8]=2[CH2:7][O:6][C:5]2[CH:18]=[CH:19][C:2]([CH3:1])=[CH:3][C:4]1=2)=[O:12])([CH3:22])[CH3:21]. Procedure details: The similar procedures as in Example 1 were repeated except using 1.12 g of Compound A and 1.24 g of 2,6-diisopropyl-4-thiocyanatoaniline in place of aniline to obtain 1.63 g of Compound 31. Reactants: [OH-].[Na+] (NaOH), C(C1=CC=CC=C1)N1CC2NCCCC2C1 (6-benzyloctahydro-1H-pyrrolo[3,4-b]pyridine), C=O (HCHO), ice water. Run in C(=O)O (HCO2H). Reaction conditions: time 4 hour. The product is C(C1=CC=CC=C1)N1CC2N(CCCC2C1)C (6-benzyl-1-methyloctahydro-1H-pyrrolo[3,4-b]pyridine). Isolated yield 45.0%. As a reaction SMILES: [CH2:1]([N:8]1[CH2:16][CH:15]2[CH:10]([NH:11][CH2:12][CH2:13][CH2:14]2)[CH2:9]1)[C:2]1[CH:7]=[CH:6][CH:5]=[CH:4][CH:3]=1.[CH2:17]=O.[OH-].[Na+]>C(O)=O>[CH2:1]([N:8]1[CH2:16][CH:15]2[CH:10]([N:11]([CH3:17])[CH2:12][CH2:13][CH2:14]2)[CH2:9]1)[C:2]1[CH:3]=[CH:4][CH:5]=[CH:6][CH:7]=1 |f:2.3|. Procedure: A solution of 6-benzyloctahydro-1H-pyrrolo[3,4-b]pyridine (2.00 g) and 37% HCHO (6.0 mL) in HCO2H was heated to 90° C. and stirred for 4 h. The reaction mixture was cooled to rt and poured into ice-water. The mixture was adjusted to pH 10 with 2M NaOH aqueous solution and extracted with CH2Cl2 (70 mL×3). The combined organic phases were dried over anhydrous Na2SO4 and filtered. The filtrate was concentrated in vacuo and the residue was chromatographed with a silica gel column (eluting agent: 20:...